Dataset: the Open Reaction Database (ORD), a public repository of structured organic reaction records. Task: describe an organic reaction: reactants, conditions, products, and yield Starting materials: [H-].[Al+3].[Li+].[H-].[H-].[H-] (lithium aluminum hydride), C(C)(=O)OC[Si](CC1=CC(=CC=C1)F)(C)C (acetoxymethyldimethyl-3-fluorobenzylsilane), C(C)OC(C)=O (ethylacetate), Cl (HCl). Run in C(C)OCC (diethyl ether), C(C)OCC (diethyl ether), C(C)OCC (diethyl ether), O (water). Yields the product hexane ether-60, C[Si](CO)(CC1=CC(=CC=C1)F)C (Dimethyl-3-fluorobenzylhydroxymethylsilane). Isolated yield 73.4%. RXN SMILES: [H-].[Al+3].[Li+].[H-].[H-].[H-].C([O:10][CH2:11][Si:12]([CH3:22])([CH3:21])[CH2:13][C:14]1[CH:19]=[CH:18][CH:17]=[C:16]([F:20])[CH:15]=1)(=O)C.C(OC(=O)C)C.Cl>C(OCC)C.O>[CH3:21][Si:12]([CH3:22])([CH2:13][C:14]1[CH:19]=[CH:18][CH:17]=[C:16]([F:20])[CH:15]=1)[CH2:11][OH:10] |f:0.1.2.3.4.5|. Procedure: To a mixture of lithium aluminum hydride (0.06 g, 1.58 mmol) in diethyl ether (5 ml) is added dropwise acetoxymethyldimethyl-3-fluorobenzylsilane (0.38 g, 1.58 mmol) in diethyl ether (2 ml). The mixture is then allowed to react for 0.5 hours at room temperature, treated with ethylacetate (2 ml), hydrolyzed with 1N HCl (6.5 ml), and poured into water (20 ml) and diethyl ether (10 ml). The organic layer is washed with water, brine, dried over MgSO4 and the solvent removed in vacuo. Chromatography ... Product: COC=1C=C2C=CC(=CC2=CC1)C=O (6-methoxy-2-naphthaldehyde). As a reaction SMILES: Br[C:2]1[CH:11]=[CH:10][C:9]2[C:4](=[CH:5][CH:6]=[C:7]([O:12][CH3:13])[CH:8]=2)[CH:3]=1.C([Li])CCC.CCCCCC.CN(C)[CH:27]=[O:28].[Cl-].[Na+]>C1COCC1>[CH3:13][O:12][C:7]1[CH:8]=[C:9]2[C:4](=[CH:5][CH:6]=1)[CH:3]=[C:2]([CH:27]=[O:28])[CH:11]=[CH:10]2 |f:4.5|. The yield is 91.0%. Procedure: To a solution of 2-bromo-6-methoxynaphthalene (4.00 g, 16.87 mmol) in 100 mL of anhydrous THF under nitrogen atmosphere at -78° C. was added a 1.6M solution of n-butyllithium in hexane (10.6 mL, 16.96 mmol). The reaction mixture turned into a yellow suspension 5 minutes after the addition of butyllithium. The suspension was stirred at -78° C. for 1 hour and then warmed to -23° C. Anhydrous N,N-dimethylformamide (4.0 mL, 51.7 mmol) was added. The reaction mixture was stirred at -23° C. for 30 min... Run at temperature -78 celsius, time 1 hour. The solvent is C1CCOC1 (THF). Reactants: C(CCC)[Li] (butyllithium), BrC1=CC2=CC=C(C=C2C=C1)OC (2-bromo-6-methoxynaphthalene), solution, C(CCC)[Li] (n-butyllithium), CCCCCC (hexane), [Cl-].[Na+] (sodium chloride), CN(C=O)C (N,N-dimethylformamide). Starting materials: Cl, [Na+], [Na+], O=C([O-])[O-], O=C1CCC(=O)O1, O, Oc1ccccc1. The product is O=C(O)CCC(=O)Oc1ccccc1. As a reaction SMILES: [ClH:21].[Na+:8].[Na+:9].[O-:10][C:11](=[O:12])[O-:13].[O:14]=[C:15]1[CH2:16][CH2:17][C:18](=[O:19])[O:20]1.[OH2:22].[OH:1][c:2]1[cH:3][cH:4][cH:5][cH:6][cH:7]1>>[O:1]([c:2]1[cH:3][cH:4][cH:5][cH:6][cH:7]1)[C:18]([CH2:17][CH2:16][C:15](=[O:14])[OH:20])=[O:19]. The reactants are C1COCCO1, [Cl-], O=S(=O)(O)c1c(Cl)cc(Cl)cc1Cl, Cl, NCCCCC(=O)O, [Na+], [OH-]. Product: O=C(O)CCCCNS(=O)(=O)c1c(Cl)cc(Cl)cc1Cl. Reaction SMILES: [CH2:24]1[O:25][CH2:26][CH2:27][O:28][CH2:29]1.[Cl-:1].[Cl:2][c:3]1[c:4]([S:11](=[O:12])(=[O:13])[OH:14])[c:5]([Cl:10])[cH:6][c:7]([Cl:9])[cH:8]1.[ClH:15].[NH2:16][CH2:17][CH2:18][CH2:19][CH2:20][C:21](=[O:22])[OH:23].[Na+:31].[OH-:30]>>[Cl:2][c:3]1[c:4]([S:11](=[O:13])(=[O:14])[NH:16][CH2:17][CH2:18][CH2:19][CH2:20][C:21](=[O:22])[OH:23])[c:5]([Cl:10])[cH:6][c:7]([Cl:9])[cH:8]1. Reactants: CCCC[N+](CCCC)(CCCC)CCCC.[F-] (TBAF), C(#N)C=1C=C(C(=O)O)C=CC1OC(C)C (3-cyano-4-[(1-methylethyl)oxy]benzoic acid), C=1C=CC2=C(C1)N=NN2O (HOBt), FC=1C=C2C(=CNC2=CC1/C(=N/[H])/NO)CCC(=O)OCC (Ethyl 3-{5-fluoro-6-[(Z)-(hydroxyamino)(imino)methyl]-1H-indol-3-yl}propanoate). The solvent is O1CCCC1 (tetrahydrofuran), C(CCl)Cl (EDC), C(C)(=O)OCC (ethyl acetate). Reaction conditions: temperature 120 celsius. Yields the product C(#N)C=1C=C(C=CC1OC(C)C)C1=NC(=NO1)C1=C(C=C2C(=CNC2=C1)CCC(=O)OCC)F (Ethyl 3-[6-(5-{3-cyano-4-[(1-methylethyl)oxy]phenyl}-1,2,4-oxadiazol-3-yl)-5-fluoro-1H-indol-3-yl]propanoate). Isolated yield 55.5%. RXN SMILES: [C:1]([C:3]1[CH:4]=[C:5]([CH:9]=[CH:10][C:11]=1[O:12][CH:13]([CH3:15])[CH3:14])[C:6]([OH:8])=O)#[N:2].C1C=CC2N(O)N=NC=2C=1.[F:26][C:27]1[CH:28]=[C:29]2[C:33](=[CH:34][C:35]=1/[C:36](/[NH:39]O)=[N:37]/[H])[NH:32][CH:31]=[C:30]2[CH2:41][CH2:42][C:43]([O:45][CH2:46][CH3:47])=[O:44].CCCC[N+](CCCC)(CCCC)CCCC.[F-]>O1CCCC1.C(OCC)(=O)C.C(Cl)CCl>[C:1]([C:3]1[CH:4]=[C:5]([C:6]2[O:8][N:37]=[C:36]([C:35]3[CH:34]=[C:33]4[C:29]([C:30]([CH2:41][CH2:42][C:43]([O:45][CH2:46][CH3:47])=[O:44])=[CH:31][NH:32]4)=[CH:28][C:27]=3[F:26])[N:39]=2)[CH:9]=[CH:10][C:11]=1[O:12][CH:13]([CH3:15])[CH3:14])#[N:2] |f:3.4|. Procedure: To a solution of 3-cyano-4-[(1-methylethyl)oxy]benzoic acid (200 mg) in tetrahydrofuran (THF) (10 mL) was added EDC (374 mg) and HOBt (299 mg). The mixture was stirred for half an hour. Ethyl 3-{5-fluoro-6-[(Z)-(hydroxyamino)(imino)methyl]-1H-indol-3-yl}propanoate (D155) (286 mg) was then added and the resulting mixture was stirred further for 1 hour. Finally, TBAF (1019 mg) was added to the solution and the reaction vessel was sealed and heated in macrowave at 120° C. for two hours. After cooli...